Dataset: the Open Reaction Database (ORD), a public repository of structured organic reaction records. Task: describe an organic reaction: reactants, conditions, products, and yield The reactants are [OH-].[K+] (potassium hydroxide), C1(=CC=CC=C1)S(=O)(=O)NC=1SC=C(N1)CC(=O)OCC (ethyl 2-benzenesulfonamidothiazol-4-ylacetate), C(C)(=O)OC(C)=O (acetic anhydride). The solvent is O (water). The product is C1(=CC=CC=C1)S(=O)(=O)NC=1SC=C(N1)CC(=O)O (2-benzenesulfonamidothiazol-4-ylacetic acid). The yield is 92.6%. As a reaction SMILES: [OH-].[K+].[C:3]1([S:9]([NH:12][C:13]2[S:14][CH:15]=[C:16]([CH2:18][C:19]([O:21]CC)=[O:20])[N:17]=2)(=[O:11])=[O:10])[CH:8]=[CH:7][CH:6]=[CH:5][CH:4]=1.C(OC(=O)C)(=O)C>O>[C:3]1([S:9]([NH:12][C:13]2[S:14][CH:15]=[C:16]([CH2:18][C:19]([OH:21])=[O:20])[N:17]=2)(=[O:11])=[O:10])[CH:4]=[CH:5][CH:6]=[CH:7][CH:8]=1 |f:0.1|. Procedure details: To an aqueous solution of potassium hydroxide (5.0 g.) in water (150 ml.) was added ethyl 2-benzenesulfonamidothiazol-4-ylacetate (9.1 g.) at 10° C. with stirring, and the mixture was stirred for 30 minutes at room temperature. The reaction mixture was adjusted to pH 4 to 4.5 with acetic anhydride, and the mixture was stirred under ice-cooling till the crystals precipitated. The crystals were collected by filtration and dried to give 2-benzenesulfonamidothiazol-4-ylacetic acid (7.7 g.), mp 94° t...